Dataset: the Open Reaction Database (ORD), a public repository of structured organic reaction records. Task: describe an organic reaction: reactants, conditions, products, and yield Reactants: OC=1C=CC2=C(C=C(CCS2(=O)=O)C(=O)OC)C1 (methyl 7-hydroxy-1,1-dioxo-2,3-dihydro-1-benzothiepine-4-carboxylate), C(CC)OCC1=C(C=CC=C1)OB(O)O (2-propoxymethylphenylboric acid), cupric acetate, 4A, ClCCl (dichloromethane). Run in C(C)N(CC)CC (triethylamine). Conditions: time 20 hour. Yields the product C(CC)OCC1=C(OC=2C=CC3=C(C=C(CCS3(=O)=O)C(=O)OC)C2)C=CC=C1 (methyl 7-(2-propoxymethylphenoxy)-1,1-dioxo-2,3-dihydro-1-benzothiepine-4-carboxylate). Yield: 20.9%. RXN SMILES: [OH:1][C:2]1[CH:3]=[CH:4][C:5]2[S:11](=[O:13])(=[O:12])[CH2:10][CH2:9][C:8]([C:14]([O:16][CH3:17])=[O:15])=[CH:7][C:6]=2[CH:18]=1.[CH2:19]([O:22][CH2:23][C:24]1[CH:29]=[CH:28][CH:27]=[CH:26][C:25]=1OB(O)O)[CH2:20][CH3:21].ClCCl>C(N(CC)CC)C>[CH2:19]([O:22][CH2:23][C:24]1[CH:29]=[CH:28][CH:27]=[CH:26][C:25]=1[O:1][C:2]1[CH:3]=[CH:4][C:5]2[S:11](=[O:13])(=[O:12])[CH2:10][CH2:9][C:8]([C:14]([O:16][CH3:17])=[O:15])=[CH:7][C:6]=2[CH:18]=1)[CH2:20][CH3:21]. Procedure details: To a mixture of methyl 7-hydroxy-1,1-dioxo-2,3-dihydro-1-benzothiepine-4-carboxylate (0.40 g), 2-propoxymethylphenylboric acid (0.80 g), cupric acetate (0.27 g), MS 4A (0.8 g) and dichloromethane (15 ml) was added at room temperature triethylamine (1.04 ml), and the resulting mixture was stirred for 20 hours. The reaction mixture was filtered to remove an insoluble material and the filtrate was concentrated under reduced pressure. The residue was subjected to separation and purification using co...